This data is from the Open Reaction Database (ORD), a public repository of structured organic reaction records. The task is: describe an organic reaction: reactants, conditions, products, and yield The reactants are Cn1ccccc1=S, CCO, ClCSc1ccccc1. The product is [Cl-], C[n+]1ccccc1SCSc1ccccc1. As a reaction SMILES: [CH3:10][n:11]1[c:12](=[S:17])[cH:13][cH:14][cH:15][cH:16]1.[CH3:18][CH2:19][OH:20].[c:1]1([S:7][CH2:8][Cl:9])[cH:2][cH:3][cH:4][cH:5][cH:6]1>>[Cl-:9].[c:1]1([S:7][CH2:8][S:17][c:12]2[n+:11]([CH3:10])[cH:16][cH:15][cH:14][cH:13]2)[cH:2][cH:3][cH:4][cH:5][cH:6]1. Product: CCCCCCCCCCCCCCCC(=O)OC(CCCCCCCCCCCCCCC)CC(=O)OC(C)(C)C. Starting materials: CCCCCCCCCCCCCCCC(=O)Cl, CCCCCCCCCCCCCCCC(O)CC(=O)OC(C)(C)C, c1ccncc1. As a reaction SMILES: [C:26]([CH2:27][CH2:28][CH2:29][CH2:30][CH2:31][CH2:32][CH2:33][CH2:34][CH2:35][CH2:36][CH2:37][CH2:38][CH2:39][CH2:40][CH3:41])(=[O:42])[Cl:43].[OH:1][CH:2]([CH2:3][C:4](=[O:5])[O:6][C:7]([CH3:8])([CH3:9])[CH3:10])[CH2:11][CH2:12][CH2:13][CH2:14][CH2:15][CH2:16][CH2:17][CH2:18][CH2:19][CH2:20][CH2:21][CH2:22][CH2:23][CH2:24][CH3:25].[cH:44]1[cH:45][cH:46][n:47][cH:48][cH:49]1>>[O:1]([CH:2]([CH2:3][C:4](=[O:5])[O:6][C:7]([CH3:8])([CH3:9])[CH3:10])[CH2:11][CH2:12][CH2:13][CH2:14][CH2:15][CH2:16][CH2:17][CH2:18][CH2:19][CH2:20][CH2:21][CH2:22][CH2:23][CH2:24][CH3:25])[C:26]([CH2:27][CH2:28][CH2:29][CH2:30][CH2:31][CH2:32][CH2:33][CH2:34][CH2:35][CH2:36][CH2:37][CH2:38][CH2:39][CH2:40][CH3:41])=[O:42].